This data is from the Open Reaction Database (ORD), a public repository of structured organic reaction records. The task is: describe an organic reaction: reactants, conditions, products, and yield Starting materials: C(C)N=C=NCCCN(C)C (1-ethyl-3-(3-dimethylaminopropyl)carbodiimide), N1=CNC2=C1C=CC(=C2)C(=O)O (Benzimidazole-5-carboxylic acid), C(=O)(OC(C)(C)C)N1CCNCC1 (Boc-piperazine), CCN(C(C)C)C(C)C (Hunig's Base). Solvent: CN(C)C=O (DMF), C(C)(=O)OCC (Ethyl Acetate). Conditions: temperature 23 celsius, time 2 hour. Yields the product C(C)(C)(C)OC(=O)N1CCN(CC1)C(=O)C1=CC2=C(NC=N2)C=C1 (4-(1H-Benzoimidazole-5-carbonyl)-piperazine-1-carboxylic acid tert-butyl ester). The yield is 35.7%. Reaction SMILES: [N:1]1[C:5]2[CH:6]=[CH:7][C:8]([C:10]([OH:12])=O)=[CH:9][C:4]=2[NH:3][CH:2]=1.[C:13]([N:20]1[CH2:25][CH2:24][NH:23][CH2:22][CH2:21]1)([O:15][C:16]([CH3:19])([CH3:18])[CH3:17])=[O:14].CCN(C(C)C)C(C)C.C(N=C=NCCCN(C)C)C>CN(C=O)C.C(OCC)(=O)C>[C:16]([O:15][C:13]([N:20]1[CH2:25][CH2:24][N:23]([C:10]([C:8]2[CH:7]=[CH:6][C:5]3[NH:1][CH:2]=[N:3][C:4]=3[CH:9]=2)=[O:12])[CH2:22][CH2:21]1)=[O:14])([CH3:19])([CH3:17])[CH3:18]. Reported procedure: In a 250 mL round bottom flask with a stirbar was added Benzimidazole-5-carboxylic acid (2.00 g, 12.3 mmol), Boc-piperazine (2.41 g, 13.0 mmol, 1.05 eq), and Hunig's Base (3.78 mL, 27.1 mmol, 2.2 eq) in DMF (35 mL). After 5 minutes 1-ethyl-3-(3-dimethylaminopropyl)carbodiimide (2.60 g, 13.6 mmol, 1.1 eq) was added portion wise and the dark solution stirred for 2 hr at 23° C. The reaction was diluted with Ethyl Acetate (250 mL) and partitioned between water (50 mL). The layers were separated and ... The reactants are C(C1=CC=CC=C1)OCC(CN(CC1=CC=C(C=C1)F)C(CBr)=O)NC(OC(C)(C)C)=O (tert-butyl 2-(benzyloxy)-1-{[(bromoacetyl)(4-fluorobenzyl)amino]methyl}ethylcarbamate), FC(C(=O)O)(F)F (trifluoroacetic acid). The solvent is C(Cl)Cl (CH2Cl2). Run at time 2 hour. Yields the product C(C1=CC=CC=C1)OCC1NCC(N(C1)CC1=CC=C(C=C1)F)=O (5-[(Benzyloxy)methyl]-1-(4-fluorobenzyl)piperazine-2-one). As a reaction SMILES: [CH2:1]([O:8][CH2:9][CH:10]([NH:25][C:26](=O)OC(C)(C)C)[CH2:11][N:12]([C:21](=[O:24])CBr)[CH2:13][C:14]1[CH:19]=[CH:18][C:17]([F:20])=[CH:16][CH:15]=1)[C:2]1[CH:7]=[CH:6][CH:5]=[CH:4][CH:3]=1.FC(F)(F)C(O)=O>C(Cl)Cl>[CH2:1]([O:8][CH2:9][CH:10]1[CH2:11][N:12]([CH2:13][C:14]2[CH:15]=[CH:16][C:17]([F:20])=[CH:18][CH:19]=2)[C:21](=[O:24])[CH2:26][NH:25]1)[C:2]1[CH:3]=[CH:4][CH:5]=[CH:6][CH:7]=1. Procedure details: To a solution of tert-butyl 2-(benzyloxy)-1-{[(bromoacetyl)(4-fluorobenzyl)amino]methyl}ethylcarbamate (2.79 g, 5.47 mmol) in CH2Cl2 (28 mL) was added trifluoroacetic acid (10 ml). The reaction was stirred at ambient temperature under inert atmosphere for 2 h and then concentrated in vacuo, azeotroping the residual oil with CHCl3. The resulting residue was dissolved in CH2Cl2 (100 mL) and treated with Hünig's base (10 mL). The solution was stirred at ambient temperature under inert atmosphere fo... The reactants are CCN(CC)C1=NC=CC(c2ccccc2)=CC1, COCCO, O. The product is O=C1CC=C(c2ccccc2)C=CN1. RXN SMILES: [CH2:1]([N:2]([CH2:3][CH3:17])[C:4]1=[N:5][CH:6]=[CH:7][C:8]([c:11]2[cH:12][cH:13][cH:14][cH:15][cH:16]2)=[CH:9][CH2:10]1)[CH3:18].[CH3:20][O:21][CH2:22][CH2:23][OH:24].[OH2:19]>>[C:4]1(=[O:19])[NH:5][CH:6]=[CH:7][C:8]([c:11]2[cH:12][cH:13][cH:14][cH:15][cH:16]2)=[CH:9][CH2:10]1. The reactants are CC(=O)Nc1ccc(CCl)cc1, C=CCn1c(=S)[nH]c2c(c1=O)C1(CCCCC1)Cc1ccccc1-2, CCO, [I-], [K+], [Na+], [OH-], O. Yields the product C=CCn1c(SCc2ccc(NC(C)=O)cc2)nc2c(c1=O)C1(CCCCC1)Cc1ccccc1-2. As a reaction SMILES: [C:25]([CH3:26])(=[O:27])[NH:28][c:29]1[cH:30][cH:31][c:32]([CH2:33][Cl:34])[cH:35][cH:36]1.[CH2:1]([CH:2]=[CH2:3])[n:4]1[c:5](=[S:24])[nH:6][c:7]2[c:12]([c:13]1=[O:14])[C:11]1([CH2:10][c:9]3[c:8]-2[cH:23][cH:22][cH:21][cH:20]3)[CH2:15][CH2:16][CH2:17][CH2:18][CH2:19]1.[CH3:41][CH2:42][OH:43].[I-:40].[K+:38].[Na+:39].[OH-:37].[OH2:44]>>[CH2:1]([CH:2]=[CH2:3])[n:4]1[c:5]([S:24][CH2:33][c:32]2[cH:31][cH:30][c:29]([NH:28][C:25]([CH3:26])=[O:27])[cH:36][cH:35]2)[n:6][c:7]2[c:12]([c:13]1=[O:14])[C:11]1([CH2:10][c:9]3[c:8]-2[cH:23][cH:22][cH:21][cH:20]3)[CH2:15][CH2:16][CH2:17][CH2:18][CH2:19]1. Product: COc1ccc(NN)cn1. The reactants are ClC(Cl)Cl, Cl, O=N[O-], COc1ccc(N)cn1, [Na+], [Na+], [OH-], O, O, O, Cl[Sn]Cl. As a reaction SMILES: [CH:23]([Cl:24])([Cl:25])[Cl:26].[ClH:22].[N:1]([O-:2])=[O:3].[NH2:5][c:6]1[cH:7][cH:8][c:9]([O:12][CH3:13])[n:10][cH:11]1.[Na+:20].[Na+:4].[OH-:19].[OH2:14].[OH2:15].[OH2:21].[Sn:16]([Cl:17])[Cl:18]>>[NH2:1][NH:5][c:6]1[cH:7][cH:8][c:9]([O:12][CH3:13])[n:10][cH:11]1.